From a dataset of the Open Reaction Database (ORD), a public repository of structured organic reaction records. describe an organic reaction: reactants, conditions, products, and yield Reactants: COC(C(CC1CCCC1)C1=CC=C(C=C1)C#CC(CC)(C)O)=O (3-cyclopentyl-2-[4-(3-hydroxy-3-methyl-pent-1-ynyl)-phenyl]-propionic acid methyl ester), [OH-].[Li+] (lithium hydroxide). Run in CO (methanol), O (water). Run at temperature 25 celsius, time 18 hour. Product: C1(CCCC1)CC(C(=O)O)C1=CC=C(C=C1)C#CC(CC)(C)O (3-cyclopentyl-2-[4-(3-hydroxy-3-methyl-pent-1-ynyl)-phenyl]-propionic acid). Isolated yield 91.1%. As a reaction SMILES: C[O:2][C:3](=[O:24])[CH:4]([C:11]1[CH:16]=[CH:15][C:14]([C:17]#[C:18][C:19]([OH:23])([CH3:22])[CH2:20][CH3:21])=[CH:13][CH:12]=1)[CH2:5][CH:6]1[CH2:10][CH2:9][CH2:8][CH2:7]1.[OH-].[Li+]>CO.O>[CH:6]1([CH2:5][CH:4]([C:11]2[CH:16]=[CH:15][C:14]([C:17]#[C:18][C:19]([OH:23])([CH3:22])[CH2:20][CH3:21])=[CH:13][CH:12]=2)[C:3]([OH:24])=[O:2])[CH2:10][CH2:9][CH2:8][CH2:7]1 |f:1.2|. Procedure details: A solution of 3-cyclopentyl-2-[4-(3-hydroxy-3-methyl-pent-1-ynyl)-phenyl]-propionic acid methyl ester (656 mg, 1.99 mmol) in methanol (10 mL) and water (10 mL) was treated with lithium hydroxide (920 mg, 21.9 mmol). The reaction mixture was stirred at 25° C. for 18 h. At this time, the reaction was concentrated in vacuo. The residue was diluted with water (40 mL). This solution was acidified to pH=2 with concentrated hydrochloric acid and then extracted with ethyl acetate (2×40 mL). The combined... Starting materials: O(C1=CC=CC=C1)C1=CC=C(CC2N(CCC=3CCCCC23)C=O)C=C1 ((±)-1-(p-Phenoxybenzyl)-2-formyl-1,2,3,4,5,6,7,8-octahydroisoquinoline), ice water, P(O)(O)(O)=O (phosphoric acid), S(O)(O)(=O)=O (sulfuric acid). Reaction conditions: time 48 hour. Product: O(C1=CC=CC=C1)C=1C=CC=2C[C@@H]3[C@@H]4CCCC[C@@]4(C2C1)CCN3C=O ((±)-3-phenoxy-N-formylmorphinan). Isolated yield 95.0%. Reaction SMILES: [O:1]([C:8]1[CH:26]=[CH:25][C:11]([CH2:12][CH:13]2[C:22]3[CH2:21][CH2:20][CH2:19][CH2:18][C:17]=3[CH2:16][CH2:15][N:14]2[CH:23]=[O:24])=[CH:10][CH:9]=1)[C:2]1[CH:7]=[CH:6][CH:5]=[CH:4][CH:3]=1.P(=O)(O)(O)O.S(=O)(=O)(O)O>>[O:1]([C:8]1[CH:9]=[CH:10][C:11]2[CH2:12][C@H:13]3[N:14]([CH:23]=[O:24])[CH2:15][CH2:16][C@@:17]4([C:25]=2[CH:26]=1)[C@H:22]3[CH2:21][CH2:20][CH2:19][CH2:18]4)[C:2]1[CH:3]=[CH:4][CH:5]=[CH:6][CH:7]=1. Reported procedure: (±)-1-(p-Phenoxybenzyl)-2-formyl-1,2,3,4,5,6,7,8-octahydroisoquinoline, 24.5 g (0.07 mol), was combined under stirring with 120 g of phosphoric acid which had been mixed with 1.0 g of concentrated sulfuric acid and the mixture was heated in a nitrogen atmosphere to 70°. The resulting homogeneous solution was kept at 70° for 48 hrs. The mixture was cooled in an ice bath and ice-water was added. The resulting suspension was extracted with ethyl acetate (100 ml). The ethyl acetate solution was wash... Reactants: NCCC=1OC=CC1 (2-(2-aminoethyl)-furan), C1(=CC=CC=C1)S(=O)(=O)Cl (benzenesulphonic acid chloride). The solvent is N1=CC=CC=C1 (pyridine), N1=CC=CC=C1 (pyridine). Run at time 8 hour. Yields the product C1(=CC=CC=C1)S(=O)(=O)NCCC=1OC=CC1 (2-(2-Benzenesulphonylamino-ethyl)-furan). Reaction SMILES: [NH2:1][CH2:2][CH2:3][C:4]1[O:5][CH:6]=[CH:7][CH:8]=1.[C:9]1([S:15](Cl)(=[O:17])=[O:16])[CH:14]=[CH:13][CH:12]=[CH:11][CH:10]=1>N1C=CC=CC=1>[C:9]1([S:15]([NH:1][CH2:2][CH2:3][C:4]2[O:5][CH:6]=[CH:7][CH:8]=2)(=[O:17])=[O:16])[CH:14]=[CH:13][CH:12]=[CH:11][CH:10]=1. Procedure details: 3.2 g of 2-(2-aminoethyl)-furan are dissolved in 45 ml of pyridine and at 5° C. a solution of 8.8 g of benzenesulphonic acid chloride in 50 ml of pyridine is added. The resulting mixture is then stirred overnight at ambient temperature, the reaction product is evaporated down, the residue is taken up in water and extracted with methylene chloride. After the organic phase has been dried over magnesium sulphate the solution is concentrated by evaporation and chromatographed over a silica gel colum...